This data is from the Open Reaction Database (ORD), a public repository of structured organic reaction records. The task is: describe an organic reaction: reactants, conditions, products, and yield The reactants are ClC1=C2C(=NC=C1C(=O)OCC)CCCCCC2 (ethyl 5,6,7,8,9,10-hexahydro-4-chlorocycloocta[b]pyridine-3-carboxylate), C1(=CC=CC=C1)NN (phenylhydrazine). The product is C1(=CC=CC=C1)N1N=C2C3=C(NC=C2C1=O)CCCCCC3 (2,3,6,7,8,9,10,11-octahydro-2-phenylcylcoocta[b]pyrazolo[3,4-d]pyridin-3(5H)-one). Reaction SMILES: Cl[C:2]1[C:7]([C:8]([O:10]CC)=O)=[CH:6][N:5]=[C:4]2[CH2:13][CH2:14][CH2:15][CH2:16][CH2:17][CH2:18][C:3]=12.[C:19]1([NH:25][NH2:26])[CH:24]=[CH:23][CH:22]=[CH:21][CH:20]=1>>[C:19]1([N:25]2[C:8](=[O:10])[C:7]3[C:2]([C:3]4[CH2:18][CH2:17][CH2:16][CH2:15][CH2:14][CH2:13][C:4]=4[NH:5][CH:6]=3)=[N:26]2)[CH:24]=[CH:23][CH:22]=[CH:21][CH:20]=1. Reported procedure: Reaction of ethyl 5,6,7,8,9,10-hexahydro-4-chlorocycloocta[b]pyridine-3-carboxylate with phenylhydrazine according to the procedure analogous to that described in example 1 yields 2,3,6,7,8,9,10,11-octahydro-2-phenylcylcoocta[b]pyrazolo[3,4-d]pyridin-3(5H)-one, m.p. 310°-312°. Starting materials: COCCC1=C(OCC(CNC(COC2=CC=C(N=N2)Cl)(C)C)O)C=CC=C1 (1-[2-(2-methoxyethyl)phenoxy]-3-[1,1-dimethyl-2-(3-chloro-6-pyridazinyloxy)ethylamino]-2-propanol). Solvent: C(C)O (ethanol). The product is NC(COC=1N=NC(=CC1)Cl)(C)C (3-(2-amino-2-methylpropoxy)-6-chloropyridazine), O.NN (hydrazine hydrate). RXN SMILES: C[O:2]CCC1C=CC=CC=1OCC(O)C[NH:11][C:12]([CH3:23])([CH3:22])[CH2:13][O:14][C:15]1[N:20]=[N:19][C:18]([Cl:21])=[CH:17][CH:16]=1>C(O)C>[NH2:11][C:12]([CH3:23])([CH3:22])[CH2:13][O:14][C:15]1[N:20]=[N:19][C:18]([Cl:21])=[CH:17][CH:16]=1.[OH2:2].[NH2:19][NH2:20] |f:3.4|. Procedure: A mixture of 1.8 g of 1-[2-(2-methoxyethyl)phenoxy]-3-[1,1-dimethyl-2-(3-chloro-6-pyridazinyloxy)ethylamino]-2-propanol obtained in (a) above, 15 ml of hydrazine hydrate and 30 ml of ethanol was refluxed overnight with stirring. The solvent was removed under reduced pressure. A solution of the residue in 90 ml of acetone was refluxed for 15 minutes. After evaporating the solvent, a solution of the oily residue in chloroform was washed successively with 5% sodium carbonate and an aqueous solution... Starting materials: [Li]CCCC, CN(C)C=O, Clc1ccc(Sc2cccs2)cc1, Cl, C1CCOC1. The product is O=Cc1ccc(Sc2ccc(Cl)cc2)s1. RXN SMILES: [CH2:14]([Li:15])[CH2:16][CH2:17][CH3:18].[CH3:19][N:20]([CH:21]=[O:22])[CH3:23].[Cl:1][c:2]1[cH:3][cH:4][c:5]([S:8][c:9]2[s:10][cH:11][cH:12][cH:13]2)[cH:6][cH:7]1.[ClH:24].[O:25]1[CH2:26][CH2:27][CH2:28][CH2:29]1>>[Cl:1][c:2]1[cH:3][cH:4][c:5]([S:8][c:9]2[s:10][c:11]([CH:21]=[O:22])[cH:12][cH:13]2)[cH:6][cH:7]1. The reactants are acid chloride, [Cl-].[Al+3].[Cl-].[Cl-] (aluminum chloride), COC1=CC=C(C=C1)C1=C(C2=C(OCO2)C=C1)C(=O)O (5-(4-methoxyphenyl)-1,3-benzodioxole-4-carboxylic acid), S(=O)(Cl)Cl (thionyl chloride). Run in C(Cl)Cl (methylene chloride), C(Cl)Cl (methylene chloride). Reaction conditions: time 4 hour. Product: COC1=CC=C2C=3C=CC4=C(OCO4)C3C(C2=C1)=O (8-methoxy-10H-fluoreno[1,2-d]-1,3-dioxol-10-one). Yield: 45.0%. Reaction SMILES: [CH3:1][O:2][C:3]1[CH:8]=[CH:7][C:6]([C:9]2[CH:17]=[CH:16][C:12]3[O:13][CH2:14]O[C:11]=3[C:10]=2[C:18]([OH:20])=O)=[CH:5][CH:4]=1.[Cl-].[Al+3].[Cl-].[Cl-].S(Cl)(Cl)=[O:26]>C(Cl)Cl>[CH3:1][O:2][C:3]1[CH:4]=[C:5]2[C:6]([C:9]3[CH:17]=[CH:16][C:12]4[O:13][CH2:14][O:26][C:11]=4[C:10]=3[C:18]2=[O:20])=[CH:7][CH:8]=1 |f:1.2.3.4|. Reported procedure: Crude 5-(4-methoxyphenyl)-1,3-benzodioxole-4-carboxylic acid was dissolved in thionyl chloride (10 mL) and refluxed for 6 h. The reaction was cooled to ambient temperature and the solvent was removed by rotary evaporation to give the crude acid chloride. The acid chloride was dissolved in methylene chloride (10 mL) and added to a suspension of aluminum chloride (0.67 g, 5.00 mmol) in methylene chloride (10 mL). The reaction was stirred at ambient temperature for 4 h and quenched with a mixture o... Starting materials: BrN1C(CCC1=O)=O (N-Bromosuccinimide), BrC1=C(C=C(C=C1)C(OCC)OCC)F (1-bromo-4-(diethoxymethyl)-2-fluorobenzene), C1CCOC1.O (THF H2O). Reaction conditions: temperature 25 celsius, time 10 minute. Product: BrCC(=O)C1=C(C=C(C=O)C=C1)F (4-(2-bromoacetyl)-3-fluorobenzaldehyde). RXN SMILES: [Br:1]N1C(=O)CCC1=O.Br[C:10]1[CH:15]=[CH:14][C:13]([CH:16]([O:20]CC)OCC)=[CH:12][C:11]=1[F:23].C1C[O:27][CH2:26][CH2:25]1.O>>[Br:1][CH2:25][C:26]([C:10]1[CH:15]=[CH:14][C:13]([CH:16]=[O:20])=[CH:12][C:11]=1[F:23])=[O:27] |f:2.3|. Procedure: N-Bromosuccinimide (505 mg, 2837 μmol) was added in one portion to a solution of 1-bromo-4-(diethoxymethyl)-2-fluorobenzene (551 mg, 2837 μmol) in 3:1 THF-H2O (6.0 mL) at 25° C., and the resulting solution was stirred at 25° C. for 10 min. The solution was partitioned between EtOAc (50 mL) and brine (8 mL). The organic layer was separated, dried over sodium sulfate, and concentrated in vacuo. Chromatographic purification of the residue (ISCO, 4 g, 0-100% EtOAc/hexanes) furnished 4-(2-bromoacetyl...